From a dataset of the Open Reaction Database (ORD), a public repository of structured organic reaction records. describe an organic reaction: reactants, conditions, products, and yield Starting materials: C1CCOC1, CCOC(=O)Cc1cc(Cl)c(Nc2nc3cc(F)ccc3s2)cc1F, Cl, [Na+], [OH-]. Product: O=C(O)Cc1cc(Cl)c(Nc2nc3cc(F)ccc3s2)cc1F. Reaction SMILES: [CH2:28]1[O:29][CH2:30][CH2:31][CH2:32]1.[Cl:1][c:2]1[c:3]([NH:15][c:16]2[s:17][c:18]3[c:19]([n:20]2)[cH:21][c:22]([F:25])[cH:23][cH:24]3)[cH:4][c:5]([F:14])[c:6]([CH2:8][C:9](=[O:10])[O:11][CH2:12][CH3:13])[cH:7]1.[ClH:33].[Na+:27].[OH-:26]>>[Cl:1][c:2]1[c:3]([NH:15][c:16]2[s:17][c:18]3[c:19]([n:20]2)[cH:21][c:22]([F:25])[cH:23][cH:24]3)[cH:4][c:5]([F:14])[c:6]([CH2:8][C:9](=[O:10])[OH:11])[cH:7]1. The reactants are C(C)N(C1=CC(=C(C=O)C=C1)O)CC (4-diethylamino-2-hydroxybenzaldehyde), C([O-])([O-])=O.[K+].[K+] (potassium carbonate), COC1=CC=C(CCl)C=C1 (4-methoxybenzyl chloride). The reagents and catalysts are [I-].C(CCC)[N+](CCCC)(CCCC)CCCC (tetrabutylammonium iodide). The solvent is CN(C=O)C (N,N-dimethylformamide). Run at time 2 hour. Product: C(C)N(C1=CC(=C(C=O)C=C1)OCC1=CC=C(C=C1)OC)CC (4-diethylamino-2-(4-methoxybenzyloxy)benzaldehyde). Isolated yield 101.5%. As a reaction SMILES: [CH2:1]([N:3]([CH2:13][CH3:14])[C:4]1[CH:11]=[CH:10][C:7]([CH:8]=[O:9])=[C:6]([OH:12])[CH:5]=1)[CH3:2].C(=O)([O-])[O-].[K+].[K+].[CH3:21][O:22][C:23]1[CH:30]=[CH:29][C:26]([CH2:27]Cl)=[CH:25][CH:24]=1>[I-].C([N+](CCCC)(CCCC)CCCC)CCC.CN(C)C=O>[CH2:13]([N:3]([CH2:1][CH3:2])[C:4]1[CH:11]=[CH:10][C:7]([CH:8]=[O:9])=[C:6]([O:12][CH2:27][C:26]2[CH:29]=[CH:30][C:23]([O:22][CH3:21])=[CH:24][CH:25]=2)[CH:5]=1)[CH3:14] |f:1.2.3,5.6|. Reported procedure: To a suspension of 4-diethylamino-2-hydroxybenzaldehyde (300 mg, 1.55 mmol), potassium carbonate (428 mg, 3.10 mmol), and tetrabutylammonium iodide (57 mg, 0.15 mmol) in 1.6 mL of dry N,N-dimethylformamide was added 4-methoxybenzyl chloride (0.31 mL, 2.3 mmol) at 0° C. After being stirred at room temperature for 2 h, the reaction mixture was filtered to remove inorganic salts. The filtrate was diluted with diethyl ether, and the solution was washed with water, saturated NaHCO3 aqueous solution, ...